This data is from the Open Reaction Database (ORD), a public repository of structured organic reaction records. The task is: describe an organic reaction: reactants, conditions, products, and yield Starting materials: COc1ccc(O)cc1, CCOC(C)=O, Nc1cccc(Nc2cc(Cl)ncn2)n1, [K+], [K+], O=C([O-])[O-], CN(C)C=O. Product: COc1ccc(Oc2cc(Nc3cccc(N)n3)ncn2)cc1. As a reaction SMILES: [CH3:16][O:17][c:18]1[cH:19][cH:20][c:21]([OH:24])[cH:22][cH:23]1.[CH3:36][CH2:37][O:38][C:39]([CH3:40])=[O:41].[Cl:1][c:2]1[cH:3][c:4]([NH:8][c:9]2[n:10][c:11]([NH2:15])[cH:12][cH:13][cH:14]2)[n:5][cH:6][n:7]1.[K+:25].[K+:26].[O-:27][C:28]([O-:29])=[O:30].[O:31]=[CH:32][N:33]([CH3:34])[CH3:35]>>[c:2]1([O:24][c:21]2[cH:20][cH:19][c:18]([O:17][CH3:16])[cH:23][cH:22]2)[cH:3][c:4]([NH:8][c:9]2[n:10][c:11]([NH2:15])[cH:12][cH:13][cH:14]2)[n:5][cH:6][n:7]1. Run in CO (methanol). Run at time 3 hour. Reactants: C(C)(=O)C1=CC2=C(CCC3CC(N(N=C23)C2=CC=C(C=C2)C)=O)S1 (8-acetyl-4,4a, 5,6-tetrahydro-2-(4-methylphenyl)thieno-[2,3-h]cinnolin-3(2H)-one), [BH4-].[Na+] (sodium borohydride). Yield: 43.6%. Product: OC(C)C1=CC2=C(CCC3CC(N(N=C23)C2=CC=C(C=C2)C)=O)S1 (8-(1-hydroxyethyl)-4,4a,5,6-tetrahydro-2-(4-methylphenyl)thieno-[2,3-h]cinnolin-3(2H)-one). Reported procedure: To a suspension of 1.3 g of 8-acetyl-4,4a, 5,6-tetrahydro-2-(4-methylphenyl)thieno-[2,3-h]cinnolin-3(2H)-one in methanol was added 300 mg of sodium borohydride under ice-cooling and the mixture was stirred for 3 hours. The mixture was concentrated in vacuo until about a half volume of the methanol was evaporated and water was added, and then extracted with chloroform. The extract was washed with brine, dried over anhydrous magnesium sulfate and concentrated in vacuo. The residue was chromatograp... Reaction SMILES: [C:1]([C:4]1[S:24][C:7]2[CH2:8][CH2:9][CH:10]3[C:15]([C:6]=2[CH:5]=1)=[N:14][N:13]([C:16]1[CH:21]=[CH:20][C:19]([CH3:22])=[CH:18][CH:17]=1)[C:12](=[O:23])[CH2:11]3)(=[O:3])[CH3:2].[BH4-].[Na+]>CO>[OH:3][CH:1]([C:4]1[S:24][C:7]2[CH2:8][CH2:9][CH:10]3[C:15]([C:6]=2[CH:5]=1)=[N:14][N:13]([C:16]1[CH:17]=[CH:18][C:19]([CH3:22])=[CH:20][CH:21]=1)[C:12](=[O:23])[CH2:11]3)[CH3:2] |f:1.2|. The reactants are C1=C(C=CC2=CC=CC=C12)O.CCOCC (2-Naphthol Ether), C(CCCCCCCCCCCCCCCCC)(=O)O (Stearic Acid), CS(=O)(=O)O (Methanesulfonic Acid). Conditions: temperature 220 celsius. The product is C(CCCCCCCCCCCCCCCCC)(=O)OC1=CC2=CC=CC=C2C=C1 (2-Naphthyl Stearate). RXN SMILES: [CH:1]1[C:10]2[C:5](=[CH:6][CH:7]=[CH:8][CH:9]=2)[CH:4]=[CH:3][C:2]=1[OH:11].CCOCC.[C:17](O)(=[O:35])[CH2:18][CH2:19][CH2:20][CH2:21][CH2:22][CH2:23][CH2:24][CH2:25][CH2:26][CH2:27][CH2:28][CH2:29][CH2:30][CH2:31][CH2:32][CH2:33][CH3:34].CS(O)(=O)=O>>[C:17]([O:11][C:2]1[CH:3]=[CH:4][C:5]2[C:10](=[CH:9][CH:8]=[CH:7][CH:6]=2)[CH:1]=1)(=[O:35])[CH2:18][CH2:19][CH2:20][CH2:21][CH2:22][CH2:23][CH2:24][CH2:25][CH2:26][CH2:27][CH2:28][CH2:29][CH2:30][CH2:31][CH2:32][CH2:33][CH3:34] |f:0.1|. Procedure details: To a four neck round bottom flask fitted with nitrogen inlet, mechanical stirrer, temperature probe and condenser is charged 1100.40 g (1.84 moles) of the Alkoxylate from example 15 and 499.60 g (1.76 moles) of Stearic Acid. A catalytic amount of Methanesulfonic Acid (1.6 g) is charged and the reaction mixture is heated to 220° C. under nitrogen sparge. The reaction is monitored by measuring the acid value to an AV of preferably less than 5. Once the AV is reached, the temperature is cooled to 8... Starting materials: C1(CCCO1)=O (gamma-butyrolactone), OCCCC(=O)O (gamma-hydroxybutyric acid), CNC[C@H](O)[C@@H](O)[C@H](O)[C@H](O)CO (methylglucamine), 11. As a reaction SMILES: [C:1]1(=[O:6])O[CH2:4][CH2:3][CH2:2]1.[CH3:7][NH:8][CH2:9][C@@H:10]([C@H:12]([C@@H:14]([C@@H:16]([CH2:18][OH:19])[OH:17])[OH:15])[OH:13])[OH:11].[OH:20]CCCC(O)=O>O>[OH:20][CH:2]([CH2:3][CH3:4])[C:1]([O:15][C@H:14]([C@@H:16]([CH2:18][OH:19])[OH:17])[C@H:12]([OH:13])[C@@H:10]([OH:11])[CH2:9][NH:8][CH3:7])=[O:6]. Product: OC(C(=O)O[C@@H]([C@@H]([C@H](CNC)O)O)[C@H](O)CO)CC (1-desoxy-1-methylamino-D-glucitol 4-hydroxybutyrate). Reported procedure: 500 ml (565 g, 6.56 mol) of gamma-butyrolactone are placed in 1.8 l of water. 1.28 kg (6.56 mol) of methylglucamine are added to the solution obtained. The mixture is then heated to 60° C. for 8 hours. The pH value falls over this period from an initial value of 11 to 7.5. The volume of the solution obtained is then adjusted to 3.4 l by the addition of water (approximately 200 ml) in order to achieve a concentration of 2 g of gamma-hydroxybutyric acid in 10 ml of solution. Conditions: temperature 60 celsius. The solvent is O (water), O (water), solution. Starting materials: Brc1nc2ccccc2[nH]1, [H-], [Na+], C1CCOC1, CCOS(=O)(=O)OCC. Yields the product CCn1c(Br)nc2ccccc21. Reaction SMILES: [Br:1][c:2]1[n:3][c:4]2[c:5]([nH:6]1)[cH:7][cH:8][cH:9][cH:10]2.[H-:11].[Na+:12].[O:22]1[CH2:23][CH2:24][CH2:25][CH2:26]1.[S:13]([O:14][CH2:15][CH3:16])([O:19][CH2:17][CH3:18])(=[O:20])=[O:21]>>[Br:1][c:2]1[n:3][c:4]2[c:5]([n:6]1[CH2:17][CH3:18])[cH:7][cH:8][cH:9][cH:10]2. Starting materials: CS(=O)(=O)CCCCCCCCCCC=C (12-methanesulfonyl-1-dodecene), N1C(=O)N(C)C=2N=CN(C)C2C1=O.[Na] (sodium theobromine), O (water). Solvent: CS(=O)C (dimethylsulfoxide). Run at temperature 60 celsius, time 16 hour. Product: C(CCCCCCCCCC=C)N1C(=O)N(C=2N=CN(C2C1=O)C)C (1-(11-dodecenyl)-3,7-dimethylxanthine). Isolated yield 67.0%. RXN SMILES: [NH:1]1[C:12](=[O:13])[C:11]2[N:9]([CH3:10])[CH:8]=[N:7][C:6]=2[N:4]([CH3:5])[C:2]1=[O:3].[Na].CS([CH2:19][CH2:20][CH2:21][CH2:22][CH2:23][CH2:24][CH2:25][CH2:26][CH2:27][CH2:28][CH:29]=[CH2:30])(=O)=O.O>CS(C)=O>[CH2:30]([N:1]1[C:12](=[O:13])[C:11]2[N:9]([CH3:10])[CH:8]=[N:7][C:6]=2[N:4]([CH3:5])[C:2]1=[O:3])[CH2:29][CH2:28][CH2:27][CH2:26][CH2:25][CH2:24][CH2:23][CH2:22][CH2:21][CH:20]=[CH2:19] |f:0.1,^1:13|. Procedure details: To a suspension of sodium theobromine (6.00 g, 30.0 mmol) in dimethylsulfoxide (60 mL) was added 12-methanesulfonyl-1-dodecene and the reaction stirred for 16 hours at 60° C. The mixture was then poured into water (120 mL) and extracted with diethyl ether (2×100 mL). The organic portions were combined, dried using magnesium sulfate and evaporated to give a cream solid. Recrystallization from ethyl acetate/hexane 1:1 yields 6.97 g (67% yield) 1-(11-dodecenyl)-3,7-dimethylxanthine (inventive compo... Reactants: O=C([O-])[O-], CO, Cc1c(F)cc(C(=O)NC2CC2)cc1-c1ccc2c(=O)n(CC(C)(C)COC(=O)C(C)(C)C)cc(CN3CCN(C(=O)OC(C)(C)C)CC3C)c2c1, [K+], [K+], O. Yields the product Cc1c(F)cc(C(=O)NC2CC2)cc1-c1ccc2c(=O)n(CC(C)(C)CO)cc(CN3CCN(C(=O)OC(C)(C)C)CC3C)c2c1. RXN SMILES: [C:53](=[O:54])([O-:55])[O-:56].[CH3:59][OH:60].[CH:1]1([NH:4][C:5](=[O:6])[c:7]2[cH:8][c:9]([F:52])[c:10]([CH3:51])[c:11](-[c:13]3[cH:14][c:15]4[c:16]([CH2:36][N:37]5[CH:38]([CH3:50])[CH2:39][N:40]([C:43](=[O:44])[O:45][C:46]([CH3:47])([CH3:48])[CH3:49])[CH2:41][CH2:42]5)[cH:17][n:18]([CH2:24][C:25]([CH2:26][O:27][C:28](=[O:29])[C:30]([CH3:31])([CH3:32])[CH3:33])([CH3:34])[CH3:35])[c:19](=[O:23])[c:20]4[cH:21][cH:22]3)[cH:12]2)[CH2:2][CH2:3]1.[K+:57].[K+:58].[OH2:61]>>[CH:1]1([NH:4][C:5](=[O:6])[c:7]2[cH:8][c:9]([F:52])[c:10]([CH3:51])[c:11](-[c:13]3[cH:14][c:15]4[c:16]([CH2:36][N:37]5[CH:38]([CH3:50])[CH2:39][N:40]([C:43](=[O:44])[O:45][C:46]([CH3:47])([CH3:48])[CH3:49])[CH2:41][CH2:42]5)[cH:17][n:18]([CH2:24][C:25]([CH2:26][OH:27])([CH3:34])[CH3:35])[c:19](=[O:23])[c:20]4[cH:21][cH:22]3)[cH:12]2)[CH2:2][CH2:3]1. Starting materials: ice, [Na] (sodium), C(C)O (ethyl alcohol), O1C(CCC(=CCCC(C)=O)C)(C1(C)C)C (9,10-epoxy-6,9,10-trimethyl-undec-5-en-2-one), C(C)C(C#N)(P(=O)(O)O)CC (diethyl phosphono acetonitrile), C(C)O (ethyl alcohol). Reaction conditions: time 2 hour. Yields the product O1C(CCC(=CCCC(=CC#N)C)C)(C1(C)C)C (10,11-epoxy-3,7,10,11-tetramethyl-2,6-dodecadiene nitrile). Reaction SMILES: [O:1]1[C:13]([CH3:15])([CH3:14])[C:2]1([CH3:16])[CH2:3][CH2:4][C:5]([CH3:12])=[CH:6][CH2:7][CH2:8][C:9](=O)[CH3:10].C(C(CC)(P(O)(O)=O)[C:20]#[N:21])C.[Na].[CH2:29](O)C>>[O:1]1[C:13]([CH3:15])([CH3:14])[C:2]1([CH3:16])[CH2:3][CH2:4][C:5]([CH3:12])=[CH:6][CH2:7][CH2:8][C:9]([CH3:29])=[CH:10][C:20]#[N:21] |^1:27|. Reported procedure: To an ice cold solution containing 9.85 g. of 9,10-epoxy-6,9,10-trimethyl-undec-5-en-2-one and 7.3 g. of diethyl phosphono acetonitrile in 50 ml. of ethyl alcohol, there was added dropwise a solution containing 1.1 g. of sodium in 25 ml. of ethyl alcohol. After the addition, the reaction mixture was allowed to stand 2 hours at room temperature. After this period, the reaction mixture was dried under vacuum and poured onto ice water. After this, the reaction mixture was exhaustively extracted wit...